Dataset: the Open Reaction Database (ORD), a public repository of structured organic reaction records. Task: describe an organic reaction: reactants, conditions, products, and yield The reactants are C[Si](C1C=CC2=CC=CC=C12)(C)Cl (dimethyl(1-indenyl)silyl chloride), [Cl-].[NH4+] (ammonium chloride), C(C)(C)C=1CC2=CC=CC=C2C1 (2-i-propylindene), [Cu]C#N (copper (I) cyanide), C(CCC)[Li] (n-butyllithium). Solvent: C(C)OCC (diethyl ether), C(C)OCC (diethyl ether). Conditions: temperature -30 celsius, time 1 hour. Yields the product C[Si](C1C=CC2=CC=CC=C12)(C1C(=CC2=CC=CC=C12)C(C)C)C (dimethyl(2-i-propyl-1-indenyl)(I -indenyl)silane). The yield is 73.0%. Reaction SMILES: [CH:1]([C:4]1[CH2:5][C:6]2[C:11]([CH:12]=1)=[CH:10][CH:9]=[CH:8][CH:7]=2)([CH3:3])[CH3:2].[Cu]C#N.C([Li])CCC.[CH3:21][Si:22](Cl)([CH3:32])[CH:23]1[C:31]2[C:26](=[CH:27][CH:28]=[CH:29][CH:30]=2)[CH:25]=[CH:24]1.[Cl-].[NH4+]>C(OCC)C>[CH3:21][Si:22]([CH3:32])([CH:5]1[C:6]2[C:11](=[CH:10][CH:9]=[CH:8][CH:7]=2)[CH:12]=[C:4]1[CH:1]([CH3:3])[CH3:2])[CH:23]1[C:31]2[C:26](=[CH:27][CH:28]=[CH:29][CH:30]=2)[CH:25]=[CH:24]1 |f:4.5|. Procedure: In a 100-ml flask, 3.0 g (19.0 mmol) of 2-i-propylindene and 47 mg (0.523 mmol) of copper (I) cyanide were suspended in 40 ml of diethyl ether, to which was dripped down 13.0 ml of n-butyllithium (1.6 M hexane solution) at -70° C. and the mixture was slowly elevated to room temperature and stirred for 1 hour. Again the mixture was cooled to -30° C. and 40 ml of a diethyl ether solution of 4.36 g (20.9 mmol) of dimethyl(1-indenyl)silyl chloride was added thereto to obtain a dark brown suspension.... Product: COC(=O)C1CC(S(=O)(=O)c2ccccc2C(F)(F)F)CN1C(=O)CC(=O)C1CC1. Starting materials: CC(C)(C)OC(=O)CC(=O)C1CC1, COC(=O)C1CC(S(=O)(=O)c2ccccc2C(F)(F)F)CN1. Reaction SMILES: [C:23]([CH3:25])([CH3:26])([O:27][C:28](=[O:24])[CH2:29][C:30](=[O:31])[CH:32]1[CH2:33][CH2:34]1)[CH3:35].[CH3:1][O:2][C:3](=[O:4])[CH:5]1[NH:6][CH2:7][CH:8]([S:10](=[O:11])(=[O:12])[c:13]2[c:14]([C:19]([F:20])([F:21])[F:22])[cH:15][cH:16][cH:17][cH:18]2)[CH2:9]1>>[CH3:1][O:2][C:3](=[O:4])[CH:5]1[N:6]([C:28](=[O:27])[CH2:29][C:30](=[O:31])[CH:32]2[CH2:33][CH2:34]2)[CH2:7][CH:8]([S:10](=[O:11])(=[O:12])[c:13]2[c:14]([C:19]([F:20])([F:21])[F:22])[cH:15][cH:16][cH:17][cH:18]2)[CH2:9]1. The reactants are C(C)OC(=O)C=1NN=C(C1)OCCOCCOC (5-[2-(2-Methoxy-ethoxy)-ethoxy]-2H-pyrazole-3-carboxylic acid ethyl ester), [H-].[Na+] (sodium hydride), O (water), BrCC(=O)NC1=NC=C(C=C1)Cl (2-Bromo-N-(5-chloro-pyridin-2-yl)-acetamide). The solvent is CN(C)C=O (DMF). Reaction SMILES: [CH2:1]([O:3][C:4]([C:6]1[NH:7][N:8]=[C:9]([O:11][CH2:12][CH2:13][O:14][CH2:15][CH2:16][O:17][CH3:18])[CH:10]=1)=[O:5])[CH3:2].[H-].[Na+].Br[CH2:22][C:23]([NH:25][C:26]1[CH:31]=[CH:30][C:29]([Cl:32])=[CH:28][N:27]=1)=[O:24].O>CN(C=O)C>[CH2:1]([O:3][C:4]([C:6]1[N:7]([CH2:22][C:23](=[O:24])[NH:25][C:26]2[CH:31]=[CH:30][C:29]([Cl:32])=[CH:28][N:27]=2)[N:8]=[C:9]([O:11][CH2:12][CH2:13][O:14][CH2:15][CH2:16][O:17][CH3:18])[CH:10]=1)=[O:5])[CH3:2] |f:1.2|. Reported procedure: To a solution of 1 g 5-[2-(2-Methoxy-ethoxy)-ethoxy]-2H-pyrazole-3-carboxylic acid ethyl ester in 10 ml of DMF and 154 mg of sodium hydride (60% in mineral oil) were added at RT. After stirring for 5 min at room temperature, 966 mg of 2-Bromo-N-(5-chloro-pyridin-2-yl)-acetamide were added. The reaction was stirred at room temperature for 2 h. Then 50 ml of water were added and the mixture was extracted with DCM (3×100 ml). The combined organic layers were dried over MgSO4, filtered and concentra... Conditions: time 5 minute. The product is C(C)OC(=O)C=1N(N=C(C1)OCCOCCOC)CC(NC1=NC=C(C=C1)Cl)=O (2-[(5-Chloro-pyridin-2-ylcarbamoyl)-methyl]-5-[2-(2-methoxy-ethoxy)-ethoxy]-2H-pyrazole-3-carboxylic acid ethyl ester). The reactants are [BH4-], COc1ccc2c(c1)S(=O)(=O)C(S(N)(=O)=O)=C2, CS(C)=O, CCO, Cl, [Na+]. Product: COc1ccc2c(c1)S(=O)(=O)C(S(N)(=O)=O)C2. RXN SMILES: [BH4-:18].[CH3:1][O:2][c:3]1[cH:4][cH:5][c:6]2[c:7]([cH:17]1)[S:8](=[O:15])(=[O:16])[C:9]([S:11]([NH2:12])(=[O:13])=[O:14])=[CH:10]2.[CH3:21][S:22]([CH3:23])=[O:24].[CH3:25][CH2:26][OH:27].[ClH:20].[Na+:19]>>[CH3:1][O:2][c:3]1[cH:4][cH:5][c:6]2[c:7]([cH:17]1)[S:8](=[O:15])(=[O:16])[CH:9]([S:11]([NH2:12])(=[O:13])=[O:14])[CH2:10]2. Starting materials: C=O (formaldehyde), C(CC)N(N)C(=O)NC=1SC(=NN1)OC (2-Propyl-4-(5-methoxy-1,3,4-thiadiazol-2-yl)-semicarbazide), [OH-].[K+] (potassium hydroxide). Run in CO (methanol). Reaction conditions: time 20 minute. The product is C(CC)N1NCN(C1=O)C=1SC(=NN1)OC (2-propyl-4-(5-methoxy-1,3,4-thiadiazol-2-yl)-1,2,4-triazolidin-3-one). RXN SMILES: [CH2:1]([N:4]([C:6]([NH:8][C:9]1[S:10][C:11]([O:14][CH3:15])=[N:12][N:13]=1)=[O:7])[NH2:5])[CH2:2][CH3:3].[CH2:16]=O.[OH-].[K+]>CO>[CH2:1]([N:4]1[C:6](=[O:7])[N:8]([C:9]2[S:10][C:11]([O:14][CH3:15])=[N:12][N:13]=2)[CH2:16][NH:5]1)[CH2:2][CH3:3] |f:2.3|. Reported procedure: 2-Propyl-4-(5-methoxy-1,3,4-thiadiazol-2-yl)-semicarbazide (0.1 mole) dissolved in methanol (100 ml) is charged into a glass reaction vessel equipped with a mechanical stirrer and thermometer. Aqueous formaldehyde (0.2 mole; 37% concentration) is then added to the reaction vessel with stirring. Dilute aqueous potassium hydroxide is added to the reaction mixture to adjust the pH to between 7 and 8 and stirring is continued for a period of about 20 minutes resulting in the formation of a solid pre...